This data is from the Open Reaction Database (ORD), a public repository of structured organic reaction records. The task is: describe an organic reaction: reactants, conditions, products, and yield Reactants: BrCCOC1=CC=C(C=C1)N1C(N(C=C1)C1=CC=C(C=C1)OC1CCCC1)=O (1-[4-(2-Bromoethoxy)phenyl]-3-(4-cyclopentyloxyphenyl)-1,3-dihydroimidazol-2-one), CN (methylamine). Yields the product C1(CCCC1)OC1=CC=C(C=C1)N1C(N(C=C1)C1=CC=C(C=C1)OCCNC)=O (1-(4-Cyclopentyloxyphenyl)-3-[4-(2-methylaminoethoxy)phenyl]-1,3-dihydroimidazol-2-one). RXN SMILES: Br[CH2:2][CH2:3][O:4][C:5]1[CH:10]=[CH:9][C:8]([N:11]2[CH:15]=[CH:14][N:13]([C:16]3[CH:21]=[CH:20][C:19]([O:22][CH:23]4[CH2:27][CH2:26][CH2:25][CH2:24]4)=[CH:18][CH:17]=3)[C:12]2=[O:28])=[CH:7][CH:6]=1.[CH3:29][NH2:30]>>[CH:23]1([O:22][C:19]2[CH:20]=[CH:21][C:16]([N:13]3[CH:14]=[CH:15][N:11]([C:8]4[CH:7]=[CH:6][C:5]([O:4][CH2:3][CH2:2][NH:30][CH3:29])=[CH:10][CH:9]=4)[C:12]3=[O:28])=[CH:17][CH:18]=2)[CH2:27][CH2:26][CH2:25][CH2:24]1. Procedure details: 1-[4-(2-Bromoethoxy)phenyl]-3-(4-cyclopentyloxyphenyl)-1,3-dihydroimidazol-2-one was reacted with methylamine as described in example 6. The product with the molecular weight of 393.49 (C23H27N3O3); MS (ESI): 394 ([M+H]+) was obtained in this way. The reactants are Solution 1, solution 1, solution 2, [Si](C)(C)(C(C)(C)C)OCCO (2-(tert-butyldimethylsilyloxy)ethanol), CC1(CC(CC(N1O)(C)C)O)C (4-hydroxy-TEMPO). The solvent is C(C)(=O)OCC (ethyl acetate), C(C)(=O)OCC (ethyl acetate). The product is [Si](C)(C)(C(C)(C)C)OCC=O (tert-Butyldimethylsilyloxyacetaldehyde). Reaction SMILES: [Si:1]([O:8][CH2:9][CH2:10][OH:11])([C:4]([CH3:7])([CH3:6])[CH3:5])([CH3:3])[CH3:2].CC1(C)N(O)C(C)(C)CC(O)C1>C(OCC)(=O)C>[Si:1]([O:8][CH2:9][CH:10]=[O:11])([C:4]([CH3:7])([CH3:6])[CH3:5])([CH3:3])[CH3:2]. Procedure: Solution 1 consisted of 108 g (0.610 mol) of 2-(tert-butyldimethylsilyloxy)ethanol and 5.8 g of 4-hydroxy-TEMPO in 400 ml of ethyl acetate. Flow rates: 48 l/h for solution 1, 30 l/h for solution 2. tert-Butyldimethylsilyloxyacetaldehyde was isolated by fractional distillation of the ethyl acetate phase. B.p.: 74-80° C. (22 mbar). Reactants: C1(CCCCC1)N(C(NC=1SC(=CN1)SCC(=O)O)=O)CCC1=CC=CC=C1 ([2-(3-cyclohexyl-3-phenethyl-ureido)-thiazol-5-ylsulfanyl]-acetic acid), 4-trans-methyl-cyclohexylamine hydrochloride, CC(=CC=O)C (3-methyl-but-2-enal), C(C)OC(CC)=O (propionic acid ethyl ester), Cl (hydrochloride), CCN(C(C)C)C(C)C (DIPEA). The product is CC(=CCN(C(NC=1SC(=CN1)SCCC(=O)O)=O)[C@@H]1CC[C@H](CC1)C)C (3-{2-[3-(3-Methyl-but-2-enyl)-3-(trans-4-methyl-cyclohexyl)-ureido]-thiazol-5-ylsulfanyl}-propionic acid). RXN SMILES: [CH:1]1([N:7]([CH2:21][CH2:22][C:23]2[CH:28]=CC=C[CH:24]=2)[C:8](=[O:20])[NH:9][C:10]2[S:11][C:12]([S:15][CH2:16][C:17](O)=O)=[CH:13][N:14]=2)[CH2:6][CH2:5][CH2:4][CH2:3][CH2:2]1.[CH3:29]C(C)=CC=O.C([O:37][C:38](=[O:41])CC)C.Cl.CCN(C(C)C)C(C)C>>[CH3:28][C:23]([CH3:24])=[CH:22][CH2:21][N:7]([C@H:1]1[CH2:2][CH2:3][C@H:4]([CH3:29])[CH2:5][CH2:6]1)[C:8](=[O:20])[NH:9][C:10]1[S:11][C:12]([S:15][CH2:16][CH2:17][C:38]([OH:41])=[O:37])=[CH:13][N:14]=1. Procedure details: Prepared as described for the synthesis of [2-(3-cyclohexyl-3-phenethyl-ureido)-thiazol-5-ylsulfanyl]-acetic acid, from 4-trans-methyl-cyclohexylamine hydrochloride, 3-methyl-but-2-enal and 2-amino-thiazol-5-ylsulfanyl)-propionic acid ethyl ester. The hydrochloride was added one equivalent DIPEA prior to the reaction. Reactants: COC(=O)c1ccc(-c2ccc(C#N)cc2)cc1, C1CCOC1, CO, CCOC(C)=O, [Li+], [OH-], O, O. Product: N#Cc1ccc(-c2ccc(C(=O)O)cc2)cc1. As a reaction SMILES: [C:1](#[N:2])[c:3]1[cH:4][cH:5][c:6](-[c:9]2[cH:10][cH:11][c:12]([C:15](=[O:16])[O:17][CH3:18])[cH:13][cH:14]2)[cH:7][cH:8]1.[CH2:22]1[O:23][CH2:24][CH2:25][CH2:26]1.[CH3:27][OH:28].[CH3:30][CH2:31][O:32][C:33]([CH3:34])=[O:35].[Li+:20].[OH-:19].[OH2:21].[OH2:29]>>[C:1](#[N:2])[c:3]1[cH:4][cH:5][c:6](-[c:9]2[cH:10][cH:11][c:12]([C:15](=[O:16])[OH:17])[cH:13][cH:14]2)[cH:7][cH:8]1. Reaction SMILES: [CH3:1][N:2]([CH2:3][CH2:4][NH:5][C:6](=[O:7])[c:8]1[cH:9][cH:10][cH:11][c:12]2[n:13][c:14]3[cH:15][cH:16][c:17]4[c:18]([c:19]3[n:20][c:21]12)[cH:22][cH:23][cH:24][c:25]4[N+:26]([O-:27])=[O:28])[CH3:29].[CH3:33][CH2:34][OH:35].[Cl-:31].[In:30].[NH4+:32]>>[CH3:1][N:2]([CH2:3][CH2:4][NH:5][C:6](=[O:7])[c:8]1[cH:9][cH:10][cH:11][c:12]2[n:13][c:14]3[cH:15][cH:16][c:17]4[c:18]([c:19]3[n:20][c:21]12)[cH:22][cH:23][cH:24][c:25]4[NH2:26])[CH3:29]. Starting materials: CN(C)CCNC(=O)c1cccc2nc3ccc4c([N+](=O)[O-])cccc4c3nc12, CCO, [Cl-], [In], [NH4+]. Yields the product CN(C)CCNC(=O)c1cccc2nc3ccc4c(N)cccc4c3nc12. Starting materials: CCc1noc(C)c1N, CCOCC, CCCCCC, CCc1nc2c(OC(F)F)ccc(C(=O)O)c2o1. The product is CCc1nc2c(OC(F)F)ccc(C(=O)Nc3c(CC)noc3C)c2o1. RXN SMILES: [CH2:19]([CH3:20])[c:21]1[n:22][o:23][c:24]([CH3:27])[c:25]1[NH2:26].[CH2:34]([O:35][CH2:36][CH3:37])[CH3:38].[CH3:28][CH2:29][CH2:30][CH2:31][CH2:32][CH3:33].[F:1][CH:2]([O:3][c:4]1[cH:5][cH:6][c:7]([C:15](=[O:16])[OH:17])[c:8]2[c:9]1[n:10][c:11]([CH2:13][CH3:14])[o:12]2)[F:18]>>[F:1][CH:2]([O:3][c:4]1[cH:5][cH:6][c:7]([C:15](=[O:17])[NH:26][c:25]2[c:21]([CH2:19][CH3:20])[n:22][o:23][c:24]2[CH3:27])[c:8]2[c:9]1[n:10][c:11]([CH2:13][CH3:14])[o:12]2)[F:18]. Starting materials: C(C1=CC=CC=C1)N1C[C@@H](CCC1)OC=1C2=C(N=CN1)OC(=C2C2=CC=C(C=C2)CC)C2=C(C=CC=C2)F (4-{[(3R)-1-benzylpiperidin-3-yl]oxy}-5-(4-ethylphenyl)-6-(2-fluorophenyl)furo-[2,3-d]pyrimidine), C(=O)O (formic acid). The reagents and catalysts are [Pd] (palladium on activated carbon), [Pd] (palladium on activated carbon), [Pd] (palladium on activated carbon). Run in CO.C(C)O (methanol ethanol). Conditions: time 3 hour. The product is C(=O)[O-].C(C)C1=CC=C(C=C1)C1=C(OC=2N=CN=C(C21)O[C@H]2C[NH2+]CCC2)C2=C(C=CC=C2)F ((3R)-3-{[5-(4-Ethylphenyl)-6-(2-fluorophenyl)furo[2,3-d]pyrimidin-4-yl]oxy}piperidinium formate). Reaction SMILES: C([N:8]1[CH2:13][CH2:12][CH2:11][C@@H:10]([O:14][C:15]2[C:16]3[C:23]([C:24]4[CH:29]=[CH:28][C:27]([CH2:30][CH3:31])=[CH:26][CH:25]=4)=[C:22]([C:32]4[CH:37]=[CH:36][CH:35]=[CH:34][C:33]=4[F:38])[O:21][C:17]=3[N:18]=[CH:19][N:20]=2)[CH2:9]1)C1C=CC=CC=1.[CH:39]([OH:41])=[O:40]>[Pd].CO.C(O)C>[CH:39]([O-:41])=[O:40].[CH2:30]([C:27]1[CH:28]=[CH:29][C:24]([C:23]2[C:16]3[C:15]([O:14][C@@H:10]4[CH2:11][CH2:12][CH2:13][NH2+:8][CH2:9]4)=[N:20][CH:19]=[N:18][C:17]=3[O:21][C:22]=2[C:32]2[CH:37]=[CH:36][CH:35]=[CH:34][C:33]=2[F:38])=[CH:25][CH:26]=1)[CH3:31] |f:3.4,5.6|. Reported procedure: Add 30 mg of 10% palladium on activated carbon to an argon-blanketed solution of 275 mg (0.54 mmol) of 4-{[(3R)-1-benzylpiperidin-3-yl]oxy}-5-(4-ethylphenyl)-6-(2-fluorophenyl)furo-[2,3-d]pyrimidine in 5 ml of methanol/ethanol (1:2), and stir at room temperature under a hydrogen atmosphere (standard pressure) for three hours. After adding a further 70 mg of 10% palladium on activated carbon, stir the reaction mixture for another 19 hours under a hydrogen atmosphere (standard pressure) at room te... The reactants are CN(C(OC(C)(C)C)=O)C1CCC(CC1)OC1=NC=NC=2SC=3CC[C@@H](C3C12)CC=O (tert-butyl N-methyl-N-(4-[[(3R)-3-(2-oxoethyl)-7-thia-9,11-diazatricyclo[6.4.0.0[2,6]]dodeca-1(8),2(6),9,11-tetraen-12-yl]oxy]cyclohexyl)carbamate), [C-]#N.[Na+] (NaCN), [NH4+].[Cl-] (NH4Cl), N (Ammonia). Solvent: CO (CH3OH). Conditions: time 16 hour. The product is NC(C[C@@H]1C=2C=3C(=NC=NC3SC2CC1)OC1CCC(CC1)N(C(OC(C)(C)C)=O)C)C#N (tert-butyl N-(4-[[(3R)-3-(2-amino-2-cyanoethyl)-7-thia-9,11-diazatricyclo[6.4.0.0[2,6]]dodeca-1(8),2(6),9,11-tetraen-12-yl]oxy]cyclohexyl)-N-methylcarbamate). Isolated yield 81.0%. RXN SMILES: [NH3:1].[CH3:2][N:3]([CH:11]1[CH2:16][CH2:15][CH:14]([O:17][C:18]2[C:29]3[C:28]4[C@@H:27]([CH2:30][CH:31]=O)[CH2:26][CH2:25][C:24]=4[S:23][C:22]=3[N:21]=[CH:20][N:19]=2)[CH2:13][CH2:12]1)[C:4](=[O:10])[O:5][C:6]([CH3:9])([CH3:8])[CH3:7].[C-:33]#[N:34].[Na+].[NH4+].[Cl-]>CO>[NH2:1][CH:31]([C:33]#[N:34])[CH2:30][C@H:27]1[CH2:26][CH2:25][C:24]2[S:23][C:22]3[N:21]=[CH:20][N:19]=[C:18]([O:17][CH:14]4[CH2:15][CH2:16][CH:11]([N:3]([CH3:2])[C:4](=[O:10])[O:5][C:6]([CH3:9])([CH3:7])[CH3:8])[CH2:12][CH2:13]4)[C:29]=3[C:28]1=2 |f:2.3,4.5|. Procedure: Ammonia gas was introduced in 50 mL of CH3OH at 5° C. for 15 min. To the above solution was added tert-butyl N-methyl-N-(4-[[(3R)-3-(2-oxoethyl)-7-thia-9,11-diazatricyclo[6.4.0.0[2,6]]dodeca-1(8),2(6),9,11-tetraen-12-yl]oxy]cyclohexyl)carbamate (700 mg, 1.57 mmol, 1.00 equiv), NaCN (93.1 mg, 1.90 mmol, 1.20 equiv) and NH4Cl (92.5 mg, 1.73 mmol, 1.10 equiv) successively. The resulting mixture was stirred for 16 h at room temperature and concentrated under reduced pressure. The residue was applied... The reactants are CC[SiH](CC)CC, CC=O, CC(=O)O, ClCCl, O=C(O)C(F)(F)F, COc1ccc(-n2nc(CO)c3c2C(=O)N(c2ccc(-n4ccccc4=O)cc2)CC3)cc1. Yields the product COc1ccc(-n2nc(C)c3c2C(=O)N(c2ccc(-n4ccccc4=O)cc2)CC3)cc1. As a reaction SMILES: [CH2:34]([SiH:35]([CH2:36][CH3:37])[CH2:38][CH3:39])[CH3:40].[CH3:48][C:49]=[O:50].[CH3:54][C:55](=[O:56])[OH:57].[Cl:51][CH2:52][Cl:53].[F:41][C:42]([F:43])([F:44])[C:45]([OH:46])=[O:47].[OH:1][CH2:2][c:3]1[n:4][n:5](-[c:26]2[cH:27][cH:28][c:29]([O:32][CH3:33])[cH:30][cH:31]2)[c:6]2[c:11]1[CH2:10][CH2:9][N:8]([c:12]1[cH:13][cH:14][c:15](-[n:18]3[c:19](=[O:24])[cH:20][cH:21][cH:22][cH:23]3)[cH:16][cH:17]1)[C:7]2=[O:25]>>[CH3:2][c:3]1[n:4][n:5](-[c:26]2[cH:27][cH:28][c:29]([O:32][CH3:33])[cH:30][cH:31]2)[c:6]2[c:11]1[CH2:10][CH2:9][N:8]([c:12]1[cH:13][cH:14][c:15](-[n:18]3[c:19](=[O:24])[cH:20][cH:21][cH:22][cH:23]3)[cH:16][cH:17]1)[C:7]2=[O:25].